This data is from the Open Reaction Database (ORD), a public repository of structured organic reaction records. The task is: describe an organic reaction: reactants, conditions, products, and yield Starting materials: COC(=O)[C@@H]1N(C[C@@H](O[C@H]1C)C)S(=O)(=O)C1=CC=C(C=C1)O ((2S,3R,6S)-4-(4-Hydroxy-benzenesulfonyl)-2,6-dimethyl-morpholine-3-carboxylic acid methyl ester), ICC#CC(C)(O)C (5-Iodo-2-methyl-pent-3-yn-2-ol), C([O-])([O-])=O.[Cs+].[Cs+] (cesium carbonate). Solvent: CN(C=O)C (dimethyl formamide), C(C)OCC (diethyl ether). Run at time 4 hour. The product is COC(=O)[C@@H]1N(C[C@@H](O[C@H]1C)C)S(=O)(=O)C1=CC=C(C=C1)OCC#CC(C)(C)O ((2S,3R,6S)-4-[4-(4-HYDROXY-4-METHYL-PENT-2-YNYLOXY)-BENZENESULFONYL]-2,6-DIMETHYL-MORPHOLINE-3-CARBOXYLIC ACID METHYL ESTER). RXN SMILES: [CH3:1][O:2][C:3]([C@H:5]1[C@H:10]([CH3:11])[O:9][C@@H:8]([CH3:12])[CH2:7][N:6]1[S:13]([C:16]1[CH:21]=[CH:20][C:19]([OH:22])=[CH:18][CH:17]=1)(=[O:15])=[O:14])=[O:4].I[CH2:24][C:25]#[C:26][C:27]([CH3:30])([OH:29])[CH3:28].C(=O)([O-])[O-].[Cs+].[Cs+]>CN(C)C=O.C(OCC)C>[CH3:1][O:2][C:3]([C@H:5]1[C@H:10]([CH3:11])[O:9][C@@H:8]([CH3:12])[CH2:7][N:6]1[S:13]([C:16]1[CH:17]=[CH:18][C:19]([O:22][CH2:24][C:25]#[C:26][C:27]([OH:29])([CH3:30])[CH3:28])=[CH:20][CH:21]=1)(=[O:15])=[O:14])=[O:4] |f:2.3.4|. Procedure details: (2S,3R,6S)-4-(4-Hydroxy-benzenesulfonyl)-2,6-dimethyl-morpholine-3-carboxylic acid methyl ester, (200 mg, 0.607 mmol) (prepared according to the methods described in U.S. patent application Ser. No. 60/096256, filed Aug. 12, 1998) was dissolved in dimethyl formamide (6 mL). 5-Iodo-2-methyl-pent-3-yn-2-ol (272 mg, 1.214 mmol) and cesium carbonate (593 mg, 1.821 mmol) were added and the reaction stirred at room temperature for 4 hours. The reaction was diluted with diethyl ether (100 mL) and washe... The reactants are ClC1=CC(=C(C=C1Cl)NCC(=O)N1CCN(CC1)C1CN(C1)C(=O)OC(C)(C)C)O (tert-butyl 3-(4-(2-(4,5-dichloro-2-hydroxyphenylamino)acetyl)piperazin-1-yl)azetidine-1-carboxylate), Cl.CO (HCl MeOH). Conditions: time 1 hour. Yields the product Cl.ClC1=CC(=C(C=C1Cl)NCC(=O)N1CCN(CC1)C1CNC1)O (2-(4,5-Dichloro-2-hydroxyphenylamino)-1-(4-(azetidin-3-yl)piperazin-1-yl)ethanone hydrochloride). The yield is 199.1%. RXN SMILES: [Cl:1][C:2]1[C:7]([Cl:8])=[CH:6][C:5]([NH:9][CH2:10][C:11]([N:13]2[CH2:18][CH2:17][N:16]([CH:19]3[CH2:22][N:21](C(OC(C)(C)C)=O)[CH2:20]3)[CH2:15][CH2:14]2)=[O:12])=[C:4]([OH:30])[CH:3]=1.Cl.CO>>[ClH:1].[Cl:1][C:2]1[C:7]([Cl:8])=[CH:6][C:5]([NH:9][CH2:10][C:11]([N:13]2[CH2:18][CH2:17][N:16]([CH:19]3[CH2:22][NH:21][CH2:20]3)[CH2:15][CH2:14]2)=[O:12])=[C:4]([OH:30])[CH:3]=1 |f:1.2,3.4|. Procedure: A mixture of tert-butyl 3-(4-(2-(4,5-dichloro-2-hydroxyphenylamino)acetyl)piperazin-1-yl)azetidine-1-carboxylate (150 mg, 0.33 mmol) in HCl-MeOH (20 mL, 57 mmol) was stirred at room temperature for 1 h. The mixture was concentrated in vacuo to afford the crude product (130 mg) which was used directly in the next step without further purification. Reactants: [Br-], CON(C)C(=O)CC1CN=C(c2cc3cccc(N(C)S(=O)(=O)c4cccs4)c3[nH]2)S1, C[Mg+], C1CCOC1, C1CCOC1, O=C(O)CC(O)(CC(=O)O)C(=O)O. Yields the product CC(=O)CC1CN=C(c2cc3cccc(N(C)S(=O)(=O)c4cccs4)c3[nH]2)S1. RXN SMILES: [Br-:37].[CH3:1][O:2][N:3]([C:4]([CH2:5][CH:6]1[CH2:7][N:8]=[C:9]([c:11]2[nH:12][c:13]3[c:14]([N:20]([S:21](=[O:22])(=[O:23])[c:24]4[s:25][cH:26][cH:27][cH:28]4)[CH3:29])[cH:15][cH:16][cH:17][c:18]3[cH:19]2)[S:10]1)=[O:30])[CH3:31].[CH3:38][Mg+:39].[O:32]1[CH2:33][CH2:36][CH2:35][CH2:34]1.[O:53]1[CH2:54][CH2:55][CH2:56][CH2:57]1.[OH:40][C:41]([CH2:42][C:43]([C:44](=[O:45])[OH:46])([CH2:47][C:48](=[O:49])[OH:50])[OH:51])=[O:52]>>[C:4]([CH2:5][CH:6]1[CH2:7][N:8]=[C:9]([c:11]2[nH:12][c:13]3[c:14]([N:20]([S:21](=[O:22])(=[O:23])[c:24]4[s:25][cH:26][cH:27][cH:28]4)[CH3:29])[cH:15][cH:16][cH:17][c:18]3[cH:19]2)[S:10]1)(=[O:30])[CH3:33].